This data is from the Open Reaction Database (ORD), a public repository of structured organic reaction records. The task is: describe an organic reaction: reactants, conditions, products, and yield Reactants: CC(C)C1(C(=O)O)CCC(=O)C1, O=S(Cl)Cl, c1ccccc1. Product: CC(C)C1(C(=O)Cl)CCC(=O)C1. RXN SMILES: [CH:1]([CH3:2])([CH3:3])[C:4]1([C:10](=[O:11])[OH:12])[CH2:5][C:6](=[O:9])[CH2:7][CH2:8]1.[S:13]([Cl:14])([Cl:15])=[O:16].[cH:17]1[cH:18][cH:19][cH:20][cH:21][cH:22]1>>[CH:1]([CH3:2])([CH3:3])[C:4]1([C:10](=[O:12])[Cl:15])[CH2:5][C:6](=[O:9])[CH2:7][CH2:8]1. RXN SMILES: [C:13]([O-:14])(=[O:15])[CH3:16].[C:18]([O-:19])(=[O:20])[CH3:21].[CH2:9]=[CH:10][C:11]#[N:12].[Cl:1][c:2]1[cH:3][c:4]([NH2:8])[cH:5][cH:6][cH:7]1.[Cu+2:17]>>[Cl:1][c:2]1[cH:3][c:4]([NH:8][CH2:9][CH2:10][C:11]#[N:12])[cH:5][cH:6][cH:7]1. Starting materials: CC(=O)[O-], CC(=O)[O-], C=CC#N, Nc1cccc(Cl)c1, [Cu+2]. The product is N#CCCNc1cccc(Cl)c1. The reactants are C(CCC)[Li] (n-Butyllithium), ClC1=CC=C(C=C1)C(=O)C=1C=C2C(=CC=3N(C2=CC1)C=CN3)C3=CC=CC=C3 ((±)-α-(4-chlorophenyl)-5-phenylimidazo[1,2-a]quinoline-7-methanone), C(CCC)[Li] (n-Butyllithium), CN1C=NC=C1 (1-methylimidazole), Cl[Si](CC)(CC)CC (Chlorotriethylsilane). Solvent: O (Water), C1CCOC1 (THF), C1CCOC1 (THF). Reaction conditions: time 30 minute. Yields the product ClC1=CC=C(C=C1)C(O)(C=1C=C2C(=CC=3N(C2=CC1)C=CN3)C3=CC=CC=C3)C3=CN=CN3C ((±)-α-(4-chlorophenyl)-α-(1-methyl-1H-imidazol-5-yl)-5-phenylimidazo[1,2-a]quinoline-7-methanol). Yield: 18.1%. RXN SMILES: C([Li])CCC.[CH3:6][N:7]1[CH:11]=[CH:10][N:9]=[CH:8]1.Cl[Si](CC)(CC)CC.[Cl:20][C:21]1[CH:26]=[CH:25][C:24]([C:27]([C:29]2[CH:30]=[C:31]3[C:36](=[CH:37][CH:38]=2)[N:35]2[CH:39]=[CH:40][N:41]=[C:34]2[CH:33]=[C:32]3[C:42]2[CH:47]=[CH:46][CH:45]=[CH:44][CH:43]=2)=[O:28])=[CH:23][CH:22]=1>C1COCC1.O>[Cl:20][C:21]1[CH:22]=[CH:23][C:24]([C:27]([C:11]2[N:7]([CH3:6])[CH:8]=[N:9][CH:10]=2)([C:29]2[CH:30]=[C:31]3[C:36](=[CH:37][CH:38]=2)[N:35]2[CH:39]=[CH:40][N:41]=[C:34]2[CH:33]=[C:32]3[C:42]2[CH:43]=[CH:44][CH:45]=[CH:46][CH:47]=2)[OH:28])=[CH:25][CH:26]=1. Reported procedure: n-Butyllithium (0.0129 mol) was added slowly at −70° C. under N2 flow to a solution of 1-methylimidazole (0.0129 mol) in THF (25 ml). The mixture was stirred for 30 min. Chlorotriethylsilane (0.0129 mol) was added. The mixture was allowed to warm to room temperature and then cooled to −70° C. n-Butyllithium (0.0129 mol) was added. The mixture was stirred at −70° C. for 1 hour, then allowed to warm to −15° C. and cooled to −70° C. A solution of (±)-α-(4-chlorophenyl)-5-phenylimidazo[1,2-a]quinoli... Starting materials: C(C)OC(C(C(=O)[O-])C1=CC=CC=C1)=O.COC=1C=C(C=CC1OC)CC[NH-] (monoethylphenylmalonate 2-(3,4-dimethoxyphenyl)ethylamide), N,N'-carbonyldiimidazole, COC1=C(C=CC(=C1OC)OC)CCNCCC1=C(C(=C(C=C1)OC)OC)OC (di-[2-(2,3,4-trimethoxyphenyl)ethyl]amine). The solvent is CN(C=O)C (dimethylformamide). Conditions: time 30 minute. Product: COC1=C(C=CC(=C1OC)OC)CCN(C(C(C1=CC=CC=C1)C(=O)NCCC1=CC(=C(C=C1)OC)OC)=O)CCC1=C(C(=C(C=C1)OC)OC)OC (2-(3,4-Dimethoxyphenyl)ethylaminocarbonyl-phenylacetic acid-N,N-di-[2-(2,3,4-trimethoxyphenyl)ethyl]amide). RXN SMILES: C(O[C:4](=[O:15])[CH:5]([C:9]1[CH:14]=[CH:13][CH:12]=[CH:11][CH:10]=1)[C:6]([O-:8])=O)C.[CH3:16][O:17][C:18]1[CH:19]=[C:20]([CH2:26][CH2:27][NH-:28])[CH:21]=[CH:22][C:23]=1[O:24][CH3:25].[CH3:29][O:30][C:31]1[C:36]([O:37][CH3:38])=[C:35]([O:39][CH3:40])[CH:34]=[CH:33][C:32]=1[CH2:41][CH2:42][NH:43][CH2:44][CH2:45][C:46]1[CH:51]=[CH:50][C:49]([O:52][CH3:53])=[C:48]([O:54][CH3:55])[C:47]=1[O:56][CH3:57]>CN(C)C=O>[CH3:57][O:56][C:47]1[C:48]([O:54][CH3:55])=[C:49]([O:52][CH3:53])[CH:50]=[CH:51][C:46]=1[CH2:45][CH2:44][N:43]([CH2:42][CH2:41][C:32]1[CH:33]=[CH:34][C:35]([O:39][CH3:40])=[C:36]([O:37][CH3:38])[C:31]=1[O:30][CH3:29])[C:6](=[O:8])[CH:5]([C:4]([NH:28][CH2:27][CH2:26][C:20]1[CH:21]=[CH:22][C:23]([O:24][CH3:25])=[C:18]([O:17][CH3:16])[CH:19]=1)=[O:15])[C:9]1[CH:10]=[CH:11][CH:12]=[CH:13][CH:14]=1 |f:0.1|. Procedure details: To a solution of 18.0 g (52.4 mmol) of monoethylphenylmalonate-2-(3,4-dimethoxyphenyl)ethylamide in 150 ml of anhydrous dimethylformamide are added, at ambient temperature 9.0 g (55.5 mmol) of N,N'-carbonyldiimidazole in batches. After 30 minutes 18.0 g (44.3 mmol) of di-[2-(2,3,4-trimethoxyphenyl)ethyl]amine are added and the mixture is stirred for 30 minutes. Then the solvent is distilled off in vacuo, the residue is taken up in 1.5 liters of CH2Cl2 and extracted twice with 250 ml of water and...